Task: describe an organic reaction: reactants, conditions, products, and yield. Dataset: the Open Reaction Database (ORD), a public repository of structured organic reaction records Starting materials: C1CCOC1, CCOCCCOS(C)(=O)=O, [H-], [Na+], O, CC(C)(C)OC(=O)N1CCCC(C(O)c2ccccc2)C1. The product is CCOCCCOC(c1ccccc1)C1CCCN(C(=O)OC(C)(C)C)C1. RXN SMILES: [CH2:36]1[O:37][CH2:38][CH2:39][CH2:40]1.[CH3:24][S:25]([O:26][CH2:29][CH2:30][CH2:31][O:32][CH2:33][CH3:34])(=[O:27])=[O:28].[H-:23].[Na+:22].[OH2:35].[OH:1][CH:2]([CH:3]1[CH2:4][N:5]([C:9](=[O:10])[O:11][C:12]([CH3:13])([CH3:14])[CH3:15])[CH2:6][CH2:7][CH2:8]1)[c:16]1[cH:17][cH:18][cH:19][cH:20][cH:21]1>>[O:1]([CH:2]([CH:3]1[CH2:4][N:5]([C:9](=[O:10])[O:11][C:12]([CH3:13])([CH3:14])[CH3:15])[CH2:6][CH2:7][CH2:8]1)[c:16]1[cH:17][cH:18][cH:19][cH:20][cH:21]1)[CH2:29][CH2:30][CH2:31][O:32][CH2:33][CH3:34]. Reactants: CC(C)(C)[O-], CS(C)=O, CC(=O)CC(C)=O, ClCc1ccccc1, Cl, [K+]. Yields the product CC(=O)C(Cc1ccccc1)C(C)=O. As a reaction SMILES: [CH3:1][C:2]([CH3:3])([O-:4])[CH3:5].[CH3:23][S:24]([CH3:25])=[O:26].[CH3:7][C:8]([CH2:9][C:10]([CH3:11])=[O:12])=[O:13].[Cl:14][CH2:15][c:16]1[cH:17][cH:18][cH:19][cH:20][cH:21]1.[ClH:22].[K+:6]>>[CH3:7][C:8]([CH:9]([C:10]([CH3:11])=[O:12])[CH2:15][c:16]1[cH:17][cH:18][cH:19][cH:20][cH:21]1)=[O:13]. Reactants: CC=1SC(=C(N1)C(=O)OCC)CCCC(=O)OCC (2-Methyl-4-ethoxycarbonyl-5-(3-ethoxycarbonyl-propyl)-thiazole), [O-]CC.[Na+] (sodium ethoxide), ester. The product is CC=1SC2=C(N1)C(CCC2)=O (2-Methyl-4-oxo-4,5,6,7-tetrahydro-benzo[d]thiazole). Isolated yield 26.0%. As a reaction SMILES: [CH3:1][C:2]1[S:3][C:4]([CH2:12][CH2:13][CH2:14][C:15]([O:17]CC)=O)=[C:5](C(OCC)=O)[N:6]=1.[O-]CC.[Na+]>>[CH3:1][C:2]1[S:3][C:4]2[CH2:12][CH2:13][CH2:14][C:15](=[O:17])[C:5]=2[N:6]=1 |f:1.2|. Procedure details: The compound is prepared from the product obtained in step (a), by cyclization with sodium ethoxide, followed by hydrolysis and decarboxylation of the crude ester. B.p.0.2 =130°-140° C. M.p.=86°-87° C. Overall yield: 26%. RXN SMILES: [C:1]1([S:7][CH2:8][CH2:9][SH:10])[CH:6]=[CH:5][CH:4]=[CH:3][CH:2]=1.[CH2:11]([CH:13]1[O:15][CH2:14]1)Cl>>[C:1]1([S:7][CH2:8][CH2:9][S:10][CH2:11][CH:13]([OH:15])[CH2:14][S:10][CH2:9][CH2:8][S:7][C:1]2[CH:6]=[CH:5][CH:4]=[CH:3][CH:2]=2)[CH:6]=[CH:5][CH:4]=[CH:3][CH:2]=1. Procedure details: An excess of 2-(phenylthio)ethanethiol is reacted with epichlorohydrin to form 1,3-bis(2-(phenylthio)ethylthio)propan-2-ol. In the final step, the 1,3-bis(2-(phenylthio)ethylthio)propan-2-ol is reacted with a acryloyl chloride in the presence of a tertiary alkyl amine and dimethylaminopyridine to form 1,3-bis(2-(phenylthio)ethylthio)propan-2-yl acrylate. Product: C1(=CC=CC=C1)SCCSCC(CSCCSC1=CC=CC=C1)O (1,3-bis(2-(phenylthio)ethylthio)propan-2-ol). The reactants are C1(=CC=CC=C1)SCCS (2-(phenylthio)ethanethiol), C(Cl)C1CO1 (epichlorohydrin). Starting materials: BrBr (bromine), [N+](=O)([O-])C=C1SCCCN1 (Tetrahydro-2-(nitromethylene)-2H-1,3-thiazine). Solvent: C(Cl)Cl (methylene chloride), O (water), C(Cl)Cl (methylene chloride). Product: BrC(=C1SCCCN1)[N+](=O)[O-] (2-(bromonitromethylene)-tetrahydro-2H-1,3-thiazine). RXN SMILES: [Br:1]Br.[N+:3]([CH:6]=[C:7]1[NH:12][CH2:11][CH2:10][CH2:9][S:8]1)([O-:5])=[O:4]>C(Cl)Cl.O>[Br:1][C:6]([N+:3]([O-:5])=[O:4])=[C:7]1[NH:12][CH2:11][CH2:10][CH2:9][S:8]1. Procedure details: A solution of 3.2 g of bromine in 10 ml of methylene chloride was added dropwise to a solution of 3.2 g of 1A in 50 ml of water, the temperature being held at 5°-10°. The mixture was then stirred for 45 minutes when 200 ml of methylene chloride was added to dissolve the solid material. The organic phase was separated, washed with water, dried (Na2SO4) and concentrated under reduced pressure to give a yellow solid. This was washed with ether to give 2A as a yellow solid, m.p. 122° (with decomposi...